Task: describe an organic reaction: reactants, conditions, products, and yield. Dataset: the Open Reaction Database (ORD), a public repository of structured organic reaction records Reactants: C(C1=CC=CC=C1)(=O)OC[C@H]1OC([C@](C1(C)OC(C)=O)(C)F)N1C2=NC=NC(=C2N=C1)Cl (((2R,4R)-3-acetoxy-5-(6-chloro-9H-purin-9-yl)-4-fluoro-3,4-dimethyl-tetrahydrofuran-2-yl)methyl benzoate), COC=1C=C(CN)C=CC1 (3-methoxybenzylamine), O (water). Run in C(C)O (ethanol). Product: C(C1=CC=CC=C1)(=O)OC[C@H]1OC([C@](C1(C)OC(C)=O)(C)F)N1C2=NC=NC(=C2N=C1)NCC1=CC(=CC=C1)OC (((2R,4R)-3-acetoxy-4-fluoro-5-(6-(3-methoxybenzylamino)-9H-purin-9-yl)-3,4-dimethyl-tetrahydrofuran-2-yl)methyl benzoate). Isolated yield 20.6%. Reaction SMILES: [C:1]([O:9][CH2:10][C@@H:11]1[C:15]([O:17][C:18](=[O:20])[CH3:19])([CH3:16])[C@:14]([F:22])([CH3:21])[CH:13]([N:23]2[CH:31]=[N:30][C:29]3[C:24]2=[N:25][CH:26]=[N:27][C:28]=3Cl)[O:12]1)(=[O:8])[C:2]1[CH:7]=[CH:6][CH:5]=[CH:4][CH:3]=1.[CH3:33][O:34][C:35]1[CH:36]=[C:37]([CH:40]=[CH:41][CH:42]=1)[CH2:38][NH2:39].O>C(O)C>[C:1]([O:9][CH2:10][C@@H:11]1[C:15]([O:17][C:18](=[O:20])[CH3:19])([CH3:16])[C@:14]([F:22])([CH3:21])[CH:13]([N:23]2[CH:31]=[N:30][C:29]3[C:24]2=[N:25][CH:26]=[N:27][C:28]=3[NH:39][CH2:38][C:37]2[CH:40]=[CH:41][CH:42]=[C:35]([O:34][CH3:33])[CH:36]=2)[O:12]1)(=[O:8])[C:2]1[CH:7]=[CH:6][CH:5]=[CH:4][CH:3]=1. Procedure: To a stirred solution of ((2R,4R)-3-acetoxy-5-(6-chloro-9H-purin-9-yl)-4-fluoro-3,4-dimethyl-tetrahydrofuran-2-yl)methyl benzoate (about 0.4 g, 0.86 mmol) in ethanol (about 5 ml) was added 3-methoxybenzylamine (about 1.34 ml, 10.38 mmol) and refluxed for about 20 minutes. Completion of the reaction monitored by thin-layer chromatography, water added to the reaction mixture and the aqueous layer was extracted with ethyl acetate and the combined organic layers were washed with brine and dried over... The reactants are C[Si](C)(C)C=[N+]=[N-], Cc1ccccc1, CO, CCCCCC, O=C(O)C12CC3CC(C1)CC(c1ccccc1)(C3)C2. Product: COC(=O)C12CC3CC(C1)CC(c1ccccc1)(C3)C2. As a reaction SMILES: [CH3:1][Si:2]([CH:3]=[N+:4]=[N-:5])([CH3:6])[CH3:7].[CH3:33][c:34]1[cH:35][cH:36][cH:37][cH:38][cH:39]1.[CH3:40][OH:41].[CH3:8][CH2:9][CH2:10][CH2:11][CH2:12][CH3:13].[c:14]1([C:20]23[CH2:21][C:22]4([C:30](=[O:31])[OH:32])[CH2:23][CH:24]([CH2:25][CH:26]([CH2:27]2)[CH2:28]4)[CH2:29]3)[cH:15][cH:16][cH:17][cH:18][cH:19]1>>[CH3:8][O:32][C:30]([C:22]12[CH2:21][C:20]3([c:14]4[cH:15][cH:16][cH:17][cH:18][cH:19]4)[CH2:27][CH:26]([CH2:25][CH:24]([CH2:23]1)[CH2:29]3)[CH2:28]2)=[O:31]. The reactants are C, [Na+], [Na], [OH-], O, O=S(=O)(O)c1ccc(O)cc1, O=S(=O)(Cl)Cl. Product: [Na], CS(=O)(=O)Oc1ccc(S(=O)(=O)O)cc1. RXN SMILES: [CH4:20].[Na+:14].[Na:1].[OH-:13].[OH2:21].[OH:2][c:3]1[cH:4][cH:5][c:6]([S:9](=[O:10])(=[O:11])[OH:12])[cH:7][cH:8]1.[S:15](=[O:16])(=[O:17])([Cl:18])[Cl:19]>>[Na:1].[O:2]([c:3]1[cH:4][cH:5][c:6]([S:9](=[O:10])(=[O:11])[OH:12])[cH:7][cH:8]1)[S:15](=[O:16])(=[O:17])[CH3:20]. Reported procedure: A mixture of 4-(4-methoxyphenyl)pyridine 1-oxide (1.68 g) and phosphorus oxychloride (15 mL) is heated under reflux for six hours and concentrated under reduced pressure. Toluene is added and the mixture concentrated under reduced pressure. The residue is dissolved in hot toluene (20 mL) and the organic phase washed with water (twice 10 mL) a saturated aqueous sodium hydrogenocarbonate solution (10 mL), dried over magnesium sulphate and concentrated under reduced pressure to give 1.45 g of 2-chl... Starting materials: COC1=CC=C(C=C1)C1=CC=[N+](C=C1)[O-] (4-(4-methoxyphenyl)pyridine 1-oxide), P(=O)(Cl)(Cl)Cl (phosphorus oxychloride). The product is ClC1=NC=CC(=C1)C1=CC=C(C=C1)OC (2-chloro-4-(4-methoxyphenyl)pyridine). As a reaction SMILES: [CH3:1][O:2][C:3]1[CH:8]=[CH:7][C:6]([C:9]2[CH:14]=[CH:13][N+:12]([O-])=[CH:11][CH:10]=2)=[CH:5][CH:4]=1.P(Cl)(Cl)([Cl:18])=O>>[Cl:18][C:13]1[CH:14]=[C:9]([C:6]2[CH:7]=[CH:8][C:3]([O:2][CH3:1])=[CH:4][CH:5]=2)[CH:10]=[CH:11][N:12]=1. The reactants are CC(C)(C)ON, O=C(NC(CSc1ccc(Oc2ccccc2)cc1)C(=O)O)OCc1ccccc1, CCN=C=NCCCN(C)C, ClCCl, CN1CCOCC1, Cl, On1nnc2ccccc21. Yields the product CC(C)(C)ONC(=O)C(CSc1ccc(Oc2ccccc2)cc1)NC(=O)OCc1ccccc1. RXN SMILES: [C:32]([CH3:33])([CH3:34])([CH3:35])[O:36][NH2:37].[CH2:1]([c:2]1[cH:3][cH:4][cH:5][cH:6][cH:7]1)[O:8][C:9](=[O:10])[NH:11][CH:12]([C:13](=[O:14])[OH:15])[CH2:16][S:17][c:18]1[cH:19][cH:20][c:21]([O:24][c:25]2[cH:26][cH:27][cH:28][cH:29][cH:30]2)[cH:22][cH:23]1.[CH2:55]([N:56]=[C:57]=[N:58][CH2:59][CH2:60][CH2:61][N:62]([CH3:63])[CH3:64])[CH3:65].[CH2:66]([Cl:67])[Cl:68].[CH3:38][N:39]1[CH2:40][CH2:41][O:42][CH2:43][CH2:44]1.[ClH:31].[OH:45][n:46]1[c:47]2[cH:48][cH:49][cH:50][cH:51][c:52]2[n:53][n:54]1>>[CH2:1]([c:2]1[cH:3][cH:4][cH:5][cH:6][cH:7]1)[O:8][C:9](=[O:10])[NH:11][CH:12]([C:13](=[O:15])[NH:37][O:36][C:32]([CH3:33])([CH3:34])[CH3:35])[CH2:16][S:17][c:18]1[cH:19][cH:20][c:21]([O:24][c:25]2[cH:26][cH:27][cH:28][cH:29][cH:30]2)[cH:22][cH:23]1. Starting materials: [Br-], CCOC(=O)CC(C)=O, Cc1ccccc1CCl, Cc1ccccc1, CCCC[N+](CCCC)(CCCC)CCCC, [Na+], [OH-], O. Product: CCOC(=O)C(Cc1ccccc1C)C(C)=O. Reaction SMILES: [Br-:28].[C:12]([CH2:13][C:14](=[O:15])[CH3:16])(=[O:17])[O:18][CH2:19][CH3:20].[CH3:1][c:2]1[c:3]([CH2:4][Cl:5])[cH:6][cH:7][cH:8][cH:9]1.[CH3:21][c:22]1[cH:23][cH:24][cH:25][cH:26][cH:27]1.[CH3:29][CH2:30][CH2:31][CH2:32][N+:33]([CH2:34][CH2:35][CH2:36][CH3:37])([CH2:38][CH2:39][CH2:40][CH3:41])[CH2:42][CH2:43][CH2:44][CH3:45].[Na+:11].[OH-:10].[OH2:46]>>[CH3:1][c:2]1[c:3]([CH2:4][CH:13]([C:12](=[O:17])[O:18][CH2:19][CH3:20])[C:14](=[O:15])[CH3:16])[cH:6][cH:7][cH:8][cH:9]1. Reactants: ( a ), CC(C)(C(=O)[O-])O/N=C(/C=1N=C(SN1)N)\C(=O)N[C@H]2[C@@H]3N(C2=O)C(=C(CS3)C[N+]4=CC(=C(N4C)N)NC(=O)NCCN)C(=O)O (ceftolozane), S(O)(O)(=O)=O (sulfuric acid), solution, O (water), CC(C)(C(=O)[O-])O/N=C(/C=1N=C(SN1)N)\C(=O)N[C@H]2[C@@H]3N(C2=O)C(=C(CS3)C[N+]4=CC(=C(N4C)N)NC(=O)NCCN)C(=O)O (ceftolozane), ( b ). Run in C(C)(C)O (isopropyl alcohol). Product: CC(C)(C(=O)[O-])O/N=C(/C=1N=C(SN1)N)\C(=O)N[C@H]2[C@@H]3N(C2=O)C(=C(CS3)C[N+]4=CC(=C(N4C)N)NC(=O)NCCN)C(=O)O.OS(=O)(=O)O (ceftolozane sulfate). Reaction SMILES: O.[CH3:2][C:3]([O:8]/[N:9]=[C:10](\[C:17]([NH:19][C@@H:20]1[C:23](=[O:24])[N:22]2[C:25]([C:44]([OH:46])=[O:45])=[C:26]([CH2:29][N+:30]3[N:34]([CH3:35])[C:33]([NH2:36])=[C:32]([NH:37][C:38]([NH:40][CH2:41][CH2:42][NH2:43])=[O:39])[CH:31]=3)[CH2:27][S:28][C@H:21]12)=[O:18])/[C:11]1[N:12]=[C:13]([NH2:16])[S:14][N:15]=1)([C:5]([O-:7])=[O:6])[CH3:4].[S:47](=[O:51])(=[O:50])([OH:49])[OH:48]>C(O)(C)C>[CH3:4][C:3]([O:8]/[N:9]=[C:10](\[C:17]([NH:19][C@@H:20]1[C:23](=[O:24])[N:22]2[C:25]([C:44]([OH:46])=[O:45])=[C:26]([CH2:29][N+:30]3[N:34]([CH3:35])[C:33]([NH2:36])=[C:32]([NH:37][C:38]([NH:40][CH2:41][CH2:42][NH2:43])=[O:39])[CH:31]=3)[CH2:27][S:28][C@H:21]12)=[O:18])/[C:11]1[N:12]=[C:13]([NH2:16])[S:14][N:15]=1)([C:5]([O-:7])=[O:6])[CH3:2].[OH:50][S:47]([OH:51])(=[O:49])=[O:48] |f:4.5|. Procedure: A ceftolozane sulfate composition can be obtained by a process comprising the steps of: (a) forming a solution comprising water, 72-100 g/L ceftolozane active and 1.5-2.95 molar equivalents of sulfuric acid to ceftolozane; (b) combining the solution from step (a) with 20-40 volumes of isopropyl alcohol added to the solution over 0.5-8 hours to obtain solid ceftolozane sulfate; and (c) isolating the solid ceftolozane sulfate from the solution. The temperature of the solution can be about 0-20 deg... Starting materials: BrCC(=O)C1=CC(=C(NS(=O)(=O)C)C=C1)OC1=C(C=C(C=C1)F)F (4'-bromoacetyl-2'-(2,4-difluorophenoxy)methanesulfonanilide), N1=CC=CC=C1 (pyridine), ClCCl (dichloromethane), powder. The solvent is Cl (hydrogen chloride). The product is [Cl-].FC1=C(OC=2C=C(C(=O)C[N+]3=CC=CC=C3)C=CC2NS(=O)(=O)C)C=CC(=C1)F (1-[3-(2,4-difluorophenoxy)-4-(methanesulfonamido)benzoylmethyl]pyridinium chloride). Reaction SMILES: Br[CH2:2][C:3]([C:5]1[CH:15]=[CH:14][C:8]([NH:9][S:10]([CH3:13])(=[O:12])=[O:11])=[C:7]([O:16][C:17]2[CH:22]=[CH:21][C:20]([F:23])=[CH:19][C:18]=2[F:24])[CH:6]=1)=[O:4].[N:25]1[CH:30]=[CH:29][CH:28]=[CH:27][CH:26]=1.[Cl:31]CCl>Cl>[Cl-:31].[F:24][C:18]1[CH:19]=[C:20]([F:23])[CH:21]=[CH:22][C:17]=1[O:16][C:7]1[CH:6]=[C:5]([CH:15]=[CH:14][C:8]=1[NH:9][S:10]([CH3:13])(=[O:12])=[O:11])[C:3]([CH2:2][N+:25]1[CH:30]=[CH:29][CH:28]=[CH:27][CH:26]=1)=[O:4] |f:4.5|. Procedure: A solution of 4'-bromoacetyl-2'-(2,4-difluorophenoxy)methanesulfonanilide (2.5 g) and pyridine (526 mg) in dichloromethane (20 ml) was refluxed for 4 hours. The mixture was concentrated, and the residue was dissolved in water and washed with ethyl acetate. To the aqueous layer was added sodium bicarbonate, giving an amorphous powder. The powder 0.76 g) was dissolved in an ethanolic solution of hydrogen chloride. The residue obtained by evaporation of the solution was crystallized with ethyl acet...